This data is from the Open Reaction Database (ORD), a public repository of structured organic reaction records. The task is: describe an organic reaction: reactants, conditions, products, and yield The reactants are C(CCC)(=O)C(C(=O)OCC)=CNC1=C(C=CC=C1)COC(C1=CC=C(C=C1)OC)=O (Ethyl 2-butyryl-3-(2-(4-methoxybenzoyloxymethyl)-phenylamino)acrylate). Run in C1(=CC=CC=C1)OC1=CC=CC=C1 (diphenyl ether). Product: C(CCC)(=O)C1=CNC2=C(C=CC=C2C1=O)COC(C1=CC=C(C=C1)OC)=O (3-butyryl-8-(4-methoxybenzoyloxymethyl)-4(1H)-quinolone). Yield: 53.7%. Reaction SMILES: [C:1]([C:6](=[CH:12][NH:13][C:14]1[CH:19]=[CH:18][CH:17]=[CH:16][C:15]=1[CH2:20][O:21][C:22](=[O:31])[C:23]1[CH:28]=[CH:27][C:26]([O:29][CH3:30])=[CH:25][CH:24]=1)[C:7]([O:9]CC)=O)(=[O:5])[CH2:2][CH2:3][CH3:4]>C1(OC2C=CC=CC=2)C=CC=CC=1>[C:1]([C:6]1[C:7](=[O:9])[C:19]2[C:14](=[C:15]([CH2:20][O:21][C:22](=[O:31])[C:23]3[CH:24]=[CH:25][C:26]([O:29][CH3:30])=[CH:27][CH:28]=3)[CH:16]=[CH:17][CH:18]=2)[NH:13][CH:12]=1)(=[O:5])[CH2:2][CH2:3][CH3:4]. Reported procedure: Ethyl 2-butyryl-3-(2-(4-methoxybenzoyloxymethyl)-phenylamino)acrylate (12.2 g, 28.7 mmol) was added in portions to boiling diphenyl ether (200 ml), then heated at reflux for 30 minutes. Most of the diphenyl ether was distilled off in vacuo, and the residue triturated with ether to give 3-butyryl-8-(4-methoxybenzoyloxymethyl)-4(1H)-quinolone (5.85 g, 54%), m.p. 156°-162°. Reactants: CS(=O)(=O)OCCCN1C(NC2=C1C=CC(=C2)Cl)=O (3-(5-chloro-2,3-dihydro-2-oxo-1H-benzimidazol-1-yl)propyl methanesulfonate), FC1=CC=C(C=C1)C(=O)C1CCNCC1 ((4-fluorophenyl) (4-piperidinyl) methanone), C([O-])([O-])=O.[Na+].[Na+] (sodium carbonate). Run in CC(CC(C)=O)C (4-methyl-2-pentanone). Yields the product ClC1=CC2=C(N(C(N2)=O)CCCN2CCC(CC2)C(C2=CC=C(C=C2)F)=O)C=C1 (5-chloro-1-{3-[4-(4-fluorobenzoyl)-1-piperidinyl] propyl} -1,3-dihydro-2H-benzimidazol-2-one). Yield: 10.0%. Reaction SMILES: CS(O[CH2:6][CH2:7][CH2:8][N:9]1[C:13]2[CH:14]=[CH:15][C:16]([Cl:18])=[CH:17][C:12]=2[NH:11][C:10]1=[O:19])(=O)=O.[F:20][C:21]1[CH:26]=[CH:25][C:24]([C:27]([CH:29]2[CH2:34][CH2:33][NH:32][CH2:31][CH2:30]2)=[O:28])=[CH:23][CH:22]=1.C(=O)([O-])[O-].[Na+].[Na+]>CC(C)CC(=O)C>[Cl:18][C:16]1[CH:15]=[CH:14][C:13]2[N:9]([CH2:8][CH2:7][CH2:6][N:32]3[CH2:33][CH2:34][CH:29]([C:27](=[O:28])[C:24]4[CH:23]=[CH:22][C:21]([F:20])=[CH:26][CH:25]=4)[CH2:30][CH2:31]3)[C:10](=[O:19])[NH:11][C:12]=2[CH:17]=1 |f:2.3.4|. Procedure: A mixture of 5.5 parts of 3-(5-chloro-2,3-dihydro-2-oxo-1H-benzimidazol-1-yl)propyl methanesulfonate, 3.6 parts of (4-fluorophenyl) (4-piperidinyl) methanone, 6 parts of sodium carbonate and 80 parts of 4-methyl-2-pentanone is stirred and refluxed overnight. After cooling, the reaction mixtue is filtered and the filtrate is evaporated. The residue is purified by column-chromatography over silica gel using a mixture of trichloromethane and 5% of methanol as eluent. The pure fractions are collecte... Reactants: C[C@H]1CNS(C1)(=O)=O ((S)-4-methylisothiazolidine 1,1-dioxide), BrC1=CC(=C(C=C1)C(=O)N1CCN(CC1)C1=NC=C(C=C1C)C)F ((4-bromo-2-fluorophenyl)[4-(3,5-dimethylpyridin-2-yl)piperazin-1-yl]methanone). Product: CC=1C(=NC=C(C1)C)N1CCN(CC1)C(=O)C1=C(C=C(C=C1)N1S(C[C@H](C1)C)(=O)=O)F ((S)-[4-(3,5-dimethylpyridin-2-yl)piperazin-1-yl][2-fluoro-4-(4-methyl-1,1-dioxo-1λ6-isothiazolidin-2-yl)phenyl]methanone). Yield: 17.6%. Reaction SMILES: [CH3:1][C@@H:2]1[CH2:6][S:5](=[O:8])(=[O:7])[NH:4][CH2:3]1.Br[C:10]1[CH:15]=[CH:14][C:13]([C:16]([N:18]2[CH2:23][CH2:22][N:21]([C:24]3[C:29]([CH3:30])=[CH:28][C:27]([CH3:31])=[CH:26][N:25]=3)[CH2:20][CH2:19]2)=[O:17])=[C:12]([F:32])[CH:11]=1>>[CH3:30][C:29]1[C:24]([N:21]2[CH2:22][CH2:23][N:18]([C:16]([C:13]3[CH:14]=[CH:15][C:10]([N:4]4[CH2:3][C@H:2]([CH3:1])[CH2:6][S:5]4(=[O:8])=[O:7])=[CH:11][C:12]=3[F:32])=[O:17])[CH2:19][CH2:20]2)=[N:25][CH:26]=[C:27]([CH3:31])[CH:28]=1. Procedure details: Using (S)-4-methylisothiazolidine 1,1-dioxide (150 mg) described in Preparation Example 4 and (4-bromo-2-fluorophenyl)[4-(3,5-dimethylpyridin-2-yl)piperazin-1-yl]methanone (219 mg) described in Preparation Example 114 and by the reaction and treatment in the same manner as in Example 4, the title compound (44 mg) was obtained. The reactants are CC(C)Br, CN(C)C=O, COC(=O)Cc1ccc(Cl)cc1Cl, [H-], [Na+]. The product is COC(=O)C(c1ccc(Cl)cc1Cl)C(C)C. As a reaction SMILES: [Br:16][CH:17]([CH3:18])[CH3:19].[CH3:20][N:21]([CH3:22])[CH:23]=[O:24].[Cl:1][c:2]1[c:3]([CH2:9][C:10](=[O:11])[O:12][CH3:13])[cH:4][cH:5][c:6]([Cl:8])[cH:7]1.[H-:14].[Na+:15]>>[Cl:1][c:2]1[c:3]([CH:9]([C:10](=[O:11])[O:12][CH3:13])[CH:17]([CH3:18])[CH3:19])[cH:4][cH:5][c:6]([Cl:8])[cH:7]1. The reactants are C1CCOC1, CCOC(C)=O, [Li+], [OH-], O, COC(=O)C1(c2nc3ccccc3o2)CC1. Product: O=C(O)C1(c2nc3ccccc3o2)CC1. RXN SMILES: [CH2:17]1[O:18][CH2:19][CH2:20][CH2:21]1.[CH3:25][CH2:26][O:27][C:28](=[O:29])[CH3:30].[Li+:24].[OH-:23].[OH2:22].[o:1]1[c:2]([C:10]2([C:13](=[O:14])[O:15][CH3:16])[CH2:11][CH2:12]2)[n:3][c:4]2[c:5]1[cH:6][cH:7][cH:8][cH:9]2>>[o:1]1[c:2]([C:10]2([C:13](=[O:14])[OH:15])[CH2:11][CH2:12]2)[n:3][c:4]2[c:5]1[cH:6][cH:7][cH:8][cH:9]2. Starting materials: C(C)(C)(C)C1=CC(=C(C=C1)S(=O)(=O)NC1=C(SC=C1)C(=O)OC)C#N (Methyl 3-(4-tert-butyl-2-cyanophenylsulfonamido)thiophene-2-carboxylate), [OH-].[Li+] (lithium hydroxide). The solvent is O1CCCC1 (tetrahydrofuran), CO (methanol). Run at temperature 77.5 celsius. The product is C(C)(C)(C)C1=CC(=C(C=C1)S(=O)(=O)NC1=C(SC=C1)C(=O)O)C#N (3-(4-tert-Butyl-2-cyanophenylsulfonamido)thiophene-2-carboxylic acid). The yield is 52.0%. As a reaction SMILES: [C:1]([C:5]1[CH:10]=[CH:9][C:8]([S:11]([NH:14][C:15]2[CH:19]=[CH:18][S:17][C:16]=2[C:20]([O:22]C)=[O:21])(=[O:13])=[O:12])=[C:7]([C:24]#[N:25])[CH:6]=1)([CH3:4])([CH3:3])[CH3:2].[OH-].[Li+]>O1CCCC1.CO>[C:1]([C:5]1[CH:10]=[CH:9][C:8]([S:11]([NH:14][C:15]2[CH:19]=[CH:18][S:17][C:16]=2[C:20]([OH:22])=[O:21])(=[O:13])=[O:12])=[C:7]([C:24]#[N:25])[CH:6]=1)([CH3:4])([CH3:2])[CH3:3] |f:1.2|. Reported procedure: To a solution of 38 (220.0 mg; 0.58 mmol) in tetrahydrofuran (4 mL) and methanol (1 mL) was added aqueous lithium hydroxide (1.45 mL; 2M. The reaction mixture was heated at 75-80° C. for 6 hours, allow ed to cool to room temperature and then concentrated under reduced pressure. The resulting residue was dissolved in chloroform (15 mL) and washed with aqueous hydrochloric acid (2×10 mL; 2N). The organic phase was dried over magnesium sulfate, filtered and the solvent evaporated under reduced pres... The reactants are C(C)(=O)NC1=C(C=C(C=2OC3C(C21)CCCC3)C(=O)OC)Cl (methyl 1-acetylamino-2-chloro-5a,6,7,8,9,9a-hexahydrodibenzofuran-4-carboxylate), C(C)(=O)NC1=C(C=C(C=2OC3=C(C21)CCCC3)C(=O)OC)Cl (methyl 1-acetylamino-2-chloro-6,7,8,9-tetrahydrodibenzofuran-4-carboxylate), C(C)(=O)NC1=C(C=C(C=2OC3=C(C21)C=CC=C3)C(=O)OC)Cl (methyl 1-acetylamino-2-chlorodibenzofuran-4-carboxylate). Product: NC1=C(C=C(C=2OC3=C(C21)C=CC=C3)C(=O)O)Cl (1-AMINO-2-CHLORODIBENZOFURAN-4-CARBOXYLIC ACID). As a reaction SMILES: C([NH:4][C:5]1[C:13]2[CH:12]3[CH2:14][CH2:15][CH2:16][CH2:17][CH:11]3[O:10][C:9]=2[C:8]([C:18]([O:20]C)=[O:19])=[CH:7][C:6]=1[Cl:22])(=O)C.C(NC1C2C3CCCCC=3OC=2C(C(OC)=O)=CC=1Cl)(=O)C.C(NC1C2C3C=CC=CC=3OC=2C(C(OC)=O)=CC=1Cl)(=O)C>>[NH2:4][C:5]1[C:13]2[C:12]3[CH:14]=[CH:15][CH:16]=[CH:17][C:11]=3[O:10][C:9]=2[C:8]([C:18]([OH:20])=[O:19])=[CH:7][C:6]=1[Cl:22]. Procedure: When the procedure of Example 15 is followed however methyl 1-acetylamino-2-chloro-5a,6,7,8,9,9a-hexahydrodibenzofuran-4-carboxylate is replaced by methyl 1-acetylamino-2-chloro-6,7,8,9-tetrahydrodibenzofuran-4-carboxylate or methyl 1-acetylamino-2-chlorodibenzofuran-4-carboxylate then the captioned products are prepared. The reactants are Fc1ccccc1CCl, [H-], [Na+], [Na], OC1COC(c2ccccc2)OC1. The product is Fc1ccccc1COC1COC(c2ccccc2)OC1. Reaction SMILES: [F:17][c:18]1[c:19]([CH2:20][Cl:21])[cH:22][cH:23][cH:24][cH:25]1.[H-:14].[Na+:15].[Na:16].[OH:1][CH:2]1[CH2:3][O:4][CH:5]([c:8]2[cH:9][cH:10][cH:11][cH:12][cH:13]2)[O:6][CH2:7]1>>[O:1]([CH:2]1[CH2:3][O:4][CH:5]([c:8]2[cH:9][cH:10][cH:11][cH:12][cH:13]2)[O:6][CH2:7]1)[CH2:20][c:19]1[c:18]([F:17])[cH:25][cH:24][cH:23][cH:22]1. Yield: 66.4%. The solvent is CN(C=O)C (N,N-dimethylformamide). Reaction conditions: temperature 10 celsius, time 2 hour. RXN SMILES: [CH:1]1[C:6](=[O:7])[C:5]([OH:8])=[CH:4][O:3][C:2]=1[CH2:9]O.S(Cl)([Cl:13])=O>CN(C)C=O>[CH:1]1[C:6](=[O:7])[C:5]([OH:8])=[CH:4][O:3][C:2]=1[CH2:9][Cl:13]. The reactants are S(=O)(Cl)Cl (thionyl chloride), C1=C(OC=C(C1=O)O)CO (kojic acid), ice water. Yields the product C1=C(OC=C(C1=O)O)CCl (chlorokojic acid). Reported procedure: 50 g(351.8 mmol) of kojic acid was dissolved in 250 ml of N,N-dimethylformamide. The resulting solution was cooled in a ice bath of 10° C. and 30 ml(411.3 mmole) of thionyl chloride was added dropwise thereto. The mixture was stirred at a room temperature for 2 hours and 2000 ml of ice water was added. The precipitates were filtered and dissolved into 1000 ml of ethyl acetate. The reaction product was dried over magnesium sulfate, decolored with active charcoal and filtered. The filtrate was con... Starting materials: N1CC(C2=CC=CC=C12)CC(=O)OC (Methyl (RS)-(2,3-Dihydro-1H-indol-3-yl)acetate), [H-].[Al+3].[Li+].[H-].[H-].[H-] (lithium aluminium hydride). The solvent is O1CCCC1 (tetrahydrofuran), O1CCCC1 (tetrahydrofuran). Reaction conditions: time 1 hour. Product: N1CC(C2=CC=CC=C12)CCO ((RS)-2-(2,3-Dihydro-1H-indol-3-yl)ethanol). The yield is 92.7%. As a reaction SMILES: [NH:1]1[C:9]2[C:4](=[CH:5][CH:6]=[CH:7][CH:8]=2)[CH:3]([CH2:10][C:11](OC)=[O:12])[CH2:2]1.[H-].[Al+3].[Li+].[H-].[H-].[H-]>O1CCCC1>[NH:1]1[C:9]2[C:4](=[CH:5][CH:6]=[CH:7][CH:8]=2)[CH:3]([CH2:10][CH2:11][OH:12])[CH2:2]1 |f:1.2.3.4.5.6|. Procedure: Methyl (RS)-(2,3-Dihydro-1H-indol-3-yl)acetate (30.0 g, 0.16 mol) was dissolved in tetrahydrofuran (500 mL) and subsequently added to a suspension of lithium aluminium hydride (10.6 g, 0.28 mol) in tetrahydrofuran (500 mL) over a period of 75 min at 33-39° C. The reaction was quenched by sequential addition of water (20 mL), 15% NaOH (10 mL) and water (50 mL), and then MgSO4. The mixture was stirred at room temperature for 1 h, filtered and concentrated in vacuo to give the title compound (24.2 ...